From a dataset of the Open Reaction Database (ORD), a public repository of structured organic reaction records. describe an organic reaction: reactants, conditions, products, and yield The reactants are C(C)(=O)OC(C)=O (acetic anhydride), ClC=1C=C(C=C(C1)N)N (5-chloro-benzene-1,3-diamine). Reagents/catalysts: CN(C)C=1C=CN=CC1 (DMAP). Run in N1=CC=CC=C1 (pyridine). Run at time 2 hour. The product is NC=1C=C(C=C(C1)Cl)NC(C)=O (N-(3-Amino-5-chloro-phenyl)-acetamide). Reaction SMILES: C(O[C:5](=[O:7])[CH3:6])(=O)C.[Cl:8][C:9]1[CH:10]=[C:11]([NH2:16])[CH:12]=[C:13]([NH2:15])[CH:14]=1>CN(C1C=CN=CC=1)C.N1C=CC=CC=1>[NH2:16][C:11]1[CH:12]=[C:13]([NH:15][C:5](=[O:7])[CH3:6])[CH:14]=[C:9]([Cl:8])[CH:10]=1. Reported procedure: DMAP (50 mg) and acetic anhydride (3.9 g, 37.9 mmol) were added sequentially and dropwise to a cold solution of 5-chloro-benzene-1,3-diamine (4.5 g, 31.6 mmol) in pyridine (22 mL) keeping the internal temperature below 0° C. The reaction mixture was allowed to warm to rt, stirred for 2 h, cooled to 0° C., quenched by addition of ice cooled water, and extracted with EtOAc. The organic phase was washed with brine, dried (Na2SO4), filtered, and concentrated. The crude material was purified by silic... The product is COc1ccc(C2(O)CCC(N3CC(N)C3)CC2)cn1. Reaction SMILES: [C:1]([O:2][C:3](=[O:4])[NH:7][CH:8]1[CH2:9][N:10]([CH:12]2[CH2:13][CH2:14][C:15]([c:18]3[cH:19][n:20][c:21]([O:24][CH3:25])[cH:22][cH:23]3)([OH:26])[CH2:16][CH2:17]2)[CH2:11]1)([CH3:5])([CH3:6])[CH3:27].[Cl:35][CH2:36][Cl:37].[F:28][C:29]([F:30])([F:31])[C:32]([OH:33])=[O:34]>>[NH2:7][CH:8]1[CH2:9][N:10]([CH:12]2[CH2:13][CH2:14][C:15]([c:18]3[cH:19][n:20][c:21]([O:24][CH3:25])[cH:22][cH:23]3)([OH:26])[CH2:16][CH2:17]2)[CH2:11]1. The reactants are COc1ccc(C2(O)CCC(N3CC(NC(=O)OC(C)(C)C)C3)CC2)cn1, ClCCl, O=C(O)C(F)(F)F. The reactants are ClC=1C=C(C=CC1)CCCN(C(NC=1SC(=CN1)SCC(=O)O)=O)[C@@H]1CC[C@H](CC1)C ({2[-3-[3-(3-chloro-phenyl)-propyl]-3-(trans-4-methyl-cyclohexyl)-ureido]-thiazol-5-ylsulfanyl}-acetic acid), COC=1C=C(C=CC1OC)CCCC(=O)O (4-(3,4-dimethoxy-phenyl)-butyric acid), C(C)OC(CSC1=CN=C(S1)N)=O ((2-aminothiazol-5-ylsulfanyl)acetic acid ethyl ester). The product is COC=1C=C(C=CC1OC)CCCCN(C(NC=1SC(=CN1)SCC(=O)O)=O)[C@@H]1CC[C@H](CC1)C ({2-[3-[4-(3,4-Dimethoxy-phenyl)-butyl]-3-(trans-4-methyl-cyclohexyl)-ureido]-thiazol-5-ylsulfanyl}-acetic acid). Reaction SMILES: ClC1C=C(CC[CH2:10][N:11]([C@H:25]2[CH2:30][CH2:29][C@H:28]([CH3:31])[CH2:27][CH2:26]2)[C:12](=[O:24])[NH:13][C:14]2[S:15][C:16]([S:19][CH2:20][C:21]([OH:23])=[O:22])=[CH:17][N:18]=2)C=CC=1.[CH3:32][O:33][C:34]1[CH:35]=[C:36]([CH2:42][CH2:43][CH2:44]C(O)=O)[CH:37]=[CH:38][C:39]=1[O:40][CH3:41].C(OC(=O)CSC1SC(N)=NC=1)C>>[CH3:32][O:33][C:34]1[CH:35]=[C:36]([CH2:42][CH2:43][CH2:44][CH2:10][N:11]([C@H:25]2[CH2:30][CH2:29][C@H:28]([CH3:31])[CH2:27][CH2:26]2)[C:12](=[O:24])[NH:13][C:14]2[S:15][C:16]([S:19][CH2:20][C:21]([OH:23])=[O:22])=[CH:17][N:18]=2)[CH:37]=[CH:38][C:39]=1[O:40][CH3:41]. Procedure details: The compound was prepared following an analogous procedure to the one described for the synthesis of {2[-3-[3-(3-chloro-phenyl)-propyl]-3-(trans-4-methyl-cyclohexyl)-ureido]-thiazol-5-ylsulfanyl}-acetic acid using 4-(3,4-dimethoxy-phenyl)-butyric acid and (2-aminothiazol-5-ylsulfanyl)acetic acid ethyl ester. The reactants are [BH4-].[Na+] (sodium borohydride), ( 16 ), C1CCOC1.CO (THF methanol), ice, Cl (hydrochloric acid). Run at time 18 hour. Product: CC=1CC2=CC=CC(=C2C1)C1=CC=CC2=CC=CC=C12 (2-Methyl-4-(1-naphthyl)indene). RXN SMILES: [BH4-].[Na+].Cl.[CH2:4]1[CH2:8]O[CH2:6][CH2:5]1.CO>>[CH3:6][C:5]1[CH2:8][C:4]2[C:8]([CH:4]=1)=[C:4]([C:5]1[C:6]3[C:5](=[CH:6][CH:8]=[CH:4][CH:5]=3)[CH:4]=[CH:8][CH:6]=1)[CH:8]=[CH:6][CH:5]=2 |f:0.1,3.4|. Procedure: 1.3 g (33 mmol) of sodium borohydride were added at 0° C. to a solution of 12 g (44 mmol) of (16) in 100 ml of THF/methanol 2:1 and the mixture was stirred for 18 hours at room temperature. The reaction mixture was poured onto 100 g of ice, concentrated hydrochloric acid was added until the pH was 1 and the mixture was extracted a number of times with diethyl ether. The combined organic phases were washed with saturated aqueous sodium hydrogen carbonate solution, water and saturated aqueous sodi... Reactants: [Br-], O=C(O)c1ccc(CC[P+](c2ccccc2)(c2ccccc2)c2ccccc2)cc1, N#Cc1ccc(C=O)c(OCc2ccccc2)c1, N#Cc1ccc(C=CCc2ccc(C(=O)O)cc2)c(OCc2ccccc2)c1, N#Cc1ccc(CC=Cc2ccc(C(=O)O)cc2)c(OCc2ccccc2)c1, N#Cc1ccc(CCCc2ccc(C(=O)O)cc2)c(O)c1. The product is N#Cc1ccc(CCCc2ccc(C(=O)O)cc2)c(OCc2ccccc2)c1. Reaction SMILES: [Br-:19].[C:20]([c:21]1[cH:22][cH:23][c:24]([CH2:25][CH2:26][P+:27]([c:28]2[cH:29][cH:30][cH:31][cH:32][cH:33]2)([c:34]2[cH:35][cH:36][cH:37][cH:38][cH:39]2)[c:40]2[cH:41][cH:42][cH:43][cH:44][cH:45]2)[cH:46][cH:47]1)([OH:48])=[O:49].[CH2:1]([O:2][c:3]1[cH:4][c:5]([C:6]#[N:7])[cH:8][cH:9][c:10]1[CH:11]=[O:12])[c:13]1[cH:14][cH:15][cH:16][cH:17][cH:18]1.[CH2:50]([c:51]1[cH:52][cH:53][cH:54][cH:55][cH:56]1)[O:57][c:58]1[c:59]([CH:66]=[CH:67][CH2:68][c:69]2[cH:70][cH:71][c:72]([C:73](=[O:74])[OH:75])[cH:76][cH:77]2)[cH:60][cH:61][c:62]([C:64]#[N:65])[cH:63]1.[CH2:78]([O:79][c:80]1[cH:81][c:82]([C:83]#[N:84])[cH:85][cH:86][c:87]1[CH2:88][CH:89]=[CH:90][c:91]1[cH:92][cH:93][c:94]([C:95]([OH:96])=[O:97])[cH:98][cH:99]1)[c:100]1[cH:101][cH:102][cH:103][cH:104][cH:105]1.[OH:106][c:107]1[cH:108][c:109]([C:110]#[N:111])[cH:112][cH:113][c:114]1[CH2:115][CH2:116][CH2:117][c:118]1[cH:119][cH:120][c:121]([C:122]([OH:123])=[O:124])[cH:125][cH:126]1>>[CH2:50]([c:51]1[cH:52][cH:53][cH:54][cH:55][cH:56]1)[O:57][c:58]1[c:59]([CH2:66][CH2:67][CH2:68][c:69]2[cH:70][cH:71][c:72]([C:73](=[O:74])[OH:75])[cH:76][cH:77]2)[cH:60][cH:61][c:62]([C:64]#[N:65])[cH:63]1. Reactants: O=C(Cl)c1ccccc1, CCOC1CCC(=O)N1, c1ccncc1. The product is CCOC1CCC(=O)N1C(=O)c1ccccc1. As a reaction SMILES: [C:1]([c:2]1[cH:3][cH:4][cH:5][cH:6][cH:7]1)(=[O:8])[Cl:9].[CH2:10]([CH3:11])[O:12][CH:13]1[CH2:14][CH2:15][C:16](=[O:18])[NH:17]1.[cH:19]1[cH:20][cH:21][n:22][cH:23][cH:24]1>>[C:1]([c:2]1[cH:3][cH:4][cH:5][cH:6][cH:7]1)(=[O:8])[N:17]1[CH:13]([O:12][CH2:10][CH3:11])[CH2:14][CH2:15][C:16]1=[O:18]. Reactants: ClCCCN=C=O (3-chloropropyl isocyanate), C(C)OC(CCN)OCC (3-aminopropionaldehyde diethylacetal), [H-].[Na+] (sodium hydride). The solvent is C(C)OCC (diethyl ether). Yields the product C(C)OC(CCN1C(NCCC1)=O)OCC (1-(3,3-diethoxypropyl)-tetrahydropyrimidin-2-one). Yield: 98.2%. As a reaction SMILES: [CH2:1]([O:3][CH:4]([O:8][CH2:9][CH3:10])[CH2:5][CH2:6][NH2:7])[CH3:2].Cl[CH2:12][CH2:13][CH2:14][N:15]=[C:16]=[O:17].[H-].[Na+]>C(OCC)C>[CH2:1]([O:3][CH:4]([O:8][CH2:9][CH3:10])[CH2:5][CH2:6][N:7]1[CH2:12][CH2:13][CH2:14][NH:15][C:16]1=[O:17])[CH3:2] |f:2.3|. Procedure: To a stirred and ice-cooled solution of 3-aminopropionaldehyde diethylacetal (5.88 g, 40 mmole) in diethyl ether (35 mL) was added dropwise 3-chloropropyl isocyanate (4.78 g, 40 mmole). The reaction mixture was stirred at room temperature for 4 hours. The mixture was concentrated and dissolved in N,N-dimethylformamide (40 mL). To this solution was added de-oiled sodium hydride (0.96 g, 40 mmole). The reaction mixture was stirred at 70° C. for 18 hours, concentrated, taken up in diethyl ether (40... The reactants are BrC1=CC=C2CC(NC2=C1)=O (6-bromoindolinone), ClS(=O)(=O)O (Chlorosulphonic acid). Run at temperature 0 celsius, time 16 hour. Yields the product BrC1=C(C=C2CC(NC2=C1)=O)S(=O)(=O)Cl (6-Bromindolinone-5-sulphonyl chloride). As a reaction SMILES: [Br:1][C:2]1[CH:10]=[C:9]2[C:5]([CH2:6][C:7](=[O:11])[NH:8]2)=[CH:4][CH:3]=1.[Cl:12][S:13](O)(=[O:15])=[O:14]>>[Br:1][C:2]1[CH:10]=[C:9]2[C:5]([CH2:6][C:7](=[O:11])[NH:8]2)=[CH:4][C:3]=1[S:13]([Cl:12])(=[O:15])=[O:14]. Procedure: Chlorosulphonic acid (30 mL) is taken, cooled to 0° C. cooled and combined with 8 g of 6-bromoindolinone with vigorous stirring. The ice bath is removed and the mixture is stirred for a further 16 h at RT. The reaction mixture is slowly poured onto ice with vigorous stirring, the precipitate formed is filtered off and dried in the vacuum dryer. 6-Bromindolinone-5-sulphonyl chloride is obtained as crude product, which is further used directly. Starting materials: Cc1cccc(S)c1, N#Cc1c(F)cccc1F, [H-], [Na+], CN(C)C=O, O. The product is Cc1cccc(Sc2cccc(F)c2C#N)c1. As a reaction SMILES: [CH3:4][c:5]1[cH:6][c:7]([SH:11])[cH:8][cH:9][cH:10]1.[F:12][c:13]1[c:14]([C:15]#[N:16])[c:17]([F:21])[cH:18][cH:19][cH:20]1.[H-:2].[Na+:3].[O:22]=[CH:23][N:24]([CH3:25])[CH3:26].[OH2:1]>>[CH3:4][c:5]1[cH:6][c:7]([S:11][c:17]2[c:14]([C:15]#[N:16])[c:13]([F:12])[cH:20][cH:19][cH:18]2)[cH:8][cH:9][cH:10]1. The reactants are C(CCC)NC([C@@H](C[C@@H]([C@H](C[C@H](CC1=CC(=C(C=C1)OCC1=CC=CC=C1)OCCCOC)C(C)C)NC(=O)OC(C)(C)C)O)C)=O (5(S)-tert-butoxycarbonylamino-4(S)-hydroxy-7(S)-isopropyl-2(R)-methyl-8-[4-benzyloxy-3-(3-methoxypropyloxy)-phenyl]-octanoic acid (N-butyl)-amide). The product is C(CCC)NC([C@@H](C[C@@H]([C@H](C[C@H](CC1=CC(=C(C=C1)O)OCCCOC)C(C)C)NC(=O)OC(C)(C)C)O)C)=O (5(S)-Tert-butoxycarbonylamino-4(S)-hydroxy-7(S)-isopropyl-2(R)-methyl-8-[4-hydroxy-3-(3-methoxypropyloxy)-phenyl]-octanoic acid (N-butyl)-amide). As a reaction SMILES: [CH2:1]([NH:5][C:6](=[O:47])[C@H:7]([CH3:46])[CH2:8][C@H:9]([OH:45])[C@@H:10]([NH:37][C:38]([O:40][C:41]([CH3:44])([CH3:43])[CH3:42])=[O:39])[CH2:11][C@@H:12]([CH:34]([CH3:36])[CH3:35])[CH2:13][C:14]1[CH:19]=[CH:18][C:17]([O:20]CC2C=CC=CC=2)=[C:16]([O:28][CH2:29][CH2:30][CH2:31][O:32][CH3:33])[CH:15]=1)[CH2:2][CH2:3][CH3:4]>CO.[Pd]>[CH2:1]([NH:5][C:6](=[O:47])[C@H:7]([CH3:46])[CH2:8][C@H:9]([OH:45])[C@@H:10]([NH:37][C:38]([O:40][C:41]([CH3:42])([CH3:44])[CH3:43])=[O:39])[CH2:11][C@@H:12]([CH:34]([CH3:35])[CH3:36])[CH2:13][C:14]1[CH:19]=[CH:18][C:17]([OH:20])=[C:16]([O:28][CH2:29][CH2:30][CH2:31][O:32][CH3:33])[CH:15]=1)[CH2:2][CH2:3][CH3:4]. The reagents and catalysts are [Pd] (Pd/C). Procedure: 1.34 g of 5(S)-tert-butoxycarbonylamino-4(S)-hydroxy-7(S)-isopropyl-2(R)-methyl-8-[4-benzyloxy-3-(3-methoxypropyloxy)-phenyl]-octanoic acid (N-butyl)-amide are hydrogenated in the presence of 400 mg of 5% Pd/C in 50 ml of methanol for 10 minutes at room temperature and under normal pressure. The reaction mixture is filtered and concentrated by evaporation. The residue is purified by means of FC (50 g of silica gel, hexane/ethyl acetate=1:1). The title compound is obtained: Rf (hexane/ethyl aceta... The solvent is CO (methanol).